Dataset: the Open Reaction Database (ORD), a public repository of structured organic reaction records. Task: describe an organic reaction: reactants, conditions, products, and yield The reactants are C(C)(C)N(C(C)C)CC (N,N-diisopropylethylamine), ClC=1C2=C(N=CN1)CCN(C2)C2=NC=C(C=C2)C (4-chloro-5,6,7,8-tetrahydro-6-(5-methylpyridin-2-yl)pyrido[4,3-d]pyrimidine), N[C@H](CCO)C=1C=NC(=CC1)OC ((R)-3-amino-3-(6-methoxypyridin-3-yl)propan-1-ol), Intermediate 10. Run in C(C)#N (acetonitrile). Yields the product COC1=CC=C(C=N1)[C@@H](CCO)NC=1C2=C(N=CN1)CCN(C2)C2=NC=C(C=C2)C ((R)-3-(6-Methoxy-pyridin-3-yl)-3-[6-(5-methyl-pyridin-2-yl)-5,6,7,8-tetrahydro-pyrido[4,3-d]pyrimidin-4-ylamino]-propan-1-ol). As a reaction SMILES: Cl[C:2]1[C:3]2[CH2:11][N:10]([C:12]3[CH:17]=[CH:16][C:15]([CH3:18])=[CH:14][N:13]=3)[CH2:9][CH2:8][C:4]=2[N:5]=[CH:6][N:7]=1.[NH2:19][C@@H:20]([C:24]1[CH:25]=[N:26][C:27]([O:30][CH3:31])=[CH:28][CH:29]=1)[CH2:21][CH2:22][OH:23].C(N(CC)C(C)C)(C)C>C(#N)C>[CH3:31][O:30][C:27]1[N:26]=[CH:25][C:24]([C@H:20]([NH:19][C:2]2[C:3]3[CH2:11][N:10]([C:12]4[CH:17]=[CH:16][C:15]([CH3:18])=[CH:14][N:13]=4)[CH2:9][CH2:8][C:4]=3[N:5]=[CH:6][N:7]=2)[CH2:21][CH2:22][OH:23])=[CH:29][CH:28]=1. Reported procedure: A reaction mixture of 4-chloro-5,6,7,8-tetrahydro-6-(5-methylpyridin-2-yl)pyrido[4,3-d]pyrimidine (45 mg, 0.17 mmol) and (R)-3-amino-3-(6-methoxypyridin-3-yl)propan-1-ol (31 mg, 0.17 mmol) (prepared similarly according to the method for Intermediate 10) in acetonitrile (2 mL) and N,N-diisopropylethylamine (60 μL, 0.34 mmol) was subjected to microwave irradiation at 180° C. for 1 h. The reaction mixture was concentrated and purified by semi-prep HPLC to give a light yellow foam. Starting materials: O=Cc1cccc(Br)c1, CCOCC, O=[N+]([O-])O, O=S(=O)(O)O. Yields the product O=Cc1cc(Br)ccc1[N+](=O)[O-]. RXN SMILES: [Br:1][c:2]1[cH:3][c:4]([CH:5]=[O:6])[cH:7][cH:8][cH:9]1.[CH3:19][CH2:20][O:21][CH2:22][CH3:23].[OH:10][N+:11]([O-:12])=[O:13].[S:14](=[O:15])(=[O:16])([OH:17])[OH:18]>>[Br:1][c:2]1[cH:3][c:4]([CH:5]=[O:6])[c:7]([N+:11](=[O:10])[O-:12])[cH:8][cH:9]1. Reactants: O=C=NCc1ccccc1, Nc1ccc(N2CCN(C(=O)c3ccccc3C(F)(F)F)CC2)nn1. Reaction SMILES: [CH2:1]([c:2]1[cH:3][cH:4][cH:5][cH:6][cH:7]1)[N:8]=[C:9]=[O:10].[NH2:11][c:12]1[cH:13][cH:14][c:15]([N:18]2[CH2:19][CH2:20][N:21]([C:24](=[O:25])[c:26]3[c:27]([C:32]([F:33])([F:34])[F:35])[cH:28][cH:29][cH:30][cH:31]3)[CH2:22][CH2:23]2)[n:16][n:17]1>>[CH2:1]([c:2]1[cH:3][cH:4][cH:5][cH:6][cH:7]1)[NH:8][C:9](=[O:10])[NH:11][c:12]1[cH:13][cH:14][c:15]([N:18]2[CH2:19][CH2:20][N:21]([C:24](=[O:25])[c:26]3[c:27]([C:32]([F:33])([F:34])[F:35])[cH:28][cH:29][cH:30][cH:31]3)[CH2:22][CH2:23]2)[n:16][n:17]1. Product: O=C(NCc1ccccc1)Nc1ccc(N2CCN(C(=O)c3ccccc3C(F)(F)F)CC2)nn1. The solvent is O1CCOCC1 (dioxane), O (water). The product is CN1N=C2N(C(N(C(C2=C1CC(=O)O)=O)C)=O)C ((2,5,7-Trimethyl-4,6-dioxo-4,5,6,7-tetrahydro-2H-pyrazolo[3,4-d]pyrimidin-3-yl)acetic acid). As a reaction SMILES: [CH3:1][N:2]1[C:10]([CH2:11][C:12]([O:14]C)=[O:13])=[C:9]2[C:4]([N:5]([CH3:19])[C:6](=[O:18])[N:7]([CH3:17])[C:8]2=[O:16])=[N:3]1.OS(O)(=O)=O>O1CCOCC1.O>[CH3:1][N:2]1[C:10]([CH2:11][C:12]([OH:14])=[O:13])=[C:9]2[C:4]([N:5]([CH3:19])[C:6](=[O:18])[N:7]([CH3:17])[C:8]2=[O:16])=[N:3]1. The reactants are CN1N=C2N(C(N(C(C2=C1CC(=O)OC)=O)C)=O)C (Methyl (2,5,7-trimethyl-4,6-dioxo-4,5,6,7-tetrahydro-2H-pyrazolo[3,4-d]pyrimidin-3-yl)acetate), intermediate, OS(=O)(=O)O (H2SO4). Procedure details: A mixture of Step 6 intermediate (1.0 g, 3.755 mmol) and 6 N H2SO4 (9.3 ml) in dioxane (9.3 ml) stirred at reflux temperature for 2 h to give a homogeneous pale yellow solution. This solution was cooled, diluted with water and extracted with ethyl acetate (2×50 ml). The combined organic layers were washed with water, dried over Na2SO4 and concentrated. The residue obtained was triturated in diethyl ether, solid obtained was collected by filtration to give 330 mg of the product as a white solid; ... Run in CN(C)C=O (DMF), ClCCCl (1,2-Dichloroethane). Reagents/catalysts: CN(C)C=1C=CN=CC1 (DMAP). Starting materials: O1C=C(C2=C1C=CC=C2)C(=O)N (benzofuran-3-carboxamide), CNS(=O)(=O)C1=CC=CC=C1 (N-methylbenzenesulfonamide), FC1=CC=C(C=C1)C=1OC2=C(C1C(NC)=O)C=C(C=C2)C=2C=C(C(=O)O)C=CC2 (3-(2-(4-fluorophenyl)-3-(methylcarbamoyl)benzofuran-5-yl)benzoic acid), CCN=C=NCCCN(C)C.Cl (EDC hydrochloride). Isolated yield 56.8%. Procedure details: 2-(4-fluorophenyl)-N-methyl-5-(3-(methyhphenylsulfonyl)carbamoyl)phenyl)benzofuran-3-carboxamide. In a 1 dram vial with stir bar were combined 3-(2-(4-fluorophenyl)-3-(methylcarbamoyl)benzofuran-5-yl)benzoic acid (35 mg, 0.090 mmol), DMAP (33 mg, 0.27 mmol), EDC hydrochloride (26 mg, 0.14 mmol), and N-methylbenzenesulfonamide (50 μL, 0.26 mmol). 1,2-Dichloroethane (0.5 mL) and DMF (0.5 mL) were added, the vial was capped, and the reaction was stirred at r.t. overnight. The reaction was filtered,... Product: FC1=CC=C(C=C1)C=1OC2=C(C1C(=O)NC)C=C(C=C2)C2=CC(=CC=C2)C(NS(=O)(=O)C2=CC=CC=C2)=O (2-(4-fluorophenyl)-N-methyl-5-(3-(phenylsulfonylcarbamoyl)phenyl)benzofuran-3-carboxamide). As a reaction SMILES: O1C2C=CC=CC=2C(C(N)=O)=C1.[F:13][C:14]1[CH:19]=[CH:18][C:17]([C:20]2[O:21][C:22]3[CH:32]=[CH:31][C:30]([C:33]4[CH:34]=[C:35]([CH:39]=[CH:40][CH:41]=4)[C:36](O)=[O:37])=[CH:29][C:23]=3[C:24]=2[C:25](=[O:28])[NH:26][CH3:27])=[CH:16][CH:15]=1.CCN=C=NCCCN(C)C.Cl.C[NH:55][S:56]([C:59]1[CH:64]=[CH:63][CH:62]=[CH:61][CH:60]=1)(=[O:58])=[O:57]>CN(C1C=CN=CC=1)C.CN(C=O)C.ClCCCl>[F:13][C:14]1[CH:19]=[CH:18][C:17]([C:20]2[O:21][C:22]3[CH:32]=[CH:31][C:30]([C:33]4[CH:41]=[CH:40][CH:39]=[C:35]([C:36](=[O:37])[NH:55][S:56]([C:59]5[CH:64]=[CH:63][CH:62]=[CH:61][CH:60]=5)(=[O:58])=[O:57])[CH:34]=4)=[CH:29][C:23]=3[C:24]=2[C:25]([NH:26][CH3:27])=[O:28])=[CH:16][CH:15]=1 |f:2.3|. Reactants: CC(C)(C)OC(=O)N1CCN(CCN2c3ccccc3N(c3ccccc3Cl)S2(=O)=O)CC1, ClCCl, Cl, C1COCCO1. The product is O=S1(=O)N(CCN2CCNCC2)c2ccccc2N1c1ccccc1Cl. As a reaction SMILES: [Cl:1][c:2]1[c:3]([N:8]2[S:9](=[O:32])(=[O:33])[N:10]([CH2:17][CH2:18][N:19]3[CH2:20][CH2:21][N:22]([C:25]([O:26][C:27]([CH3:28])([CH3:29])[CH3:30])=[O:31])[CH2:23][CH2:24]3)[c:11]3[c:12]2[cH:13][cH:14][cH:15][cH:16]3)[cH:4][cH:5][cH:6][cH:7]1.[Cl:35][CH2:36][Cl:37].[ClH:34].[O:38]1[CH2:39][CH2:40][O:41][CH2:42][CH2:43]1>>[Cl:1][c:2]1[c:3]([N:8]2[S:9](=[O:32])(=[O:33])[N:10]([CH2:17][CH2:18][N:19]3[CH2:20][CH2:21][NH:22][CH2:23][CH2:24]3)[c:11]3[c:12]2[cH:13][cH:14][cH:15][cH:16]3)[cH:4][cH:5][cH:6][cH:7]1.